From a dataset of the Open Reaction Database (ORD), a public repository of structured organic reaction records. describe an organic reaction: reactants, conditions, products, and yield Reaction conditions: time 1 hour. Reaction SMILES: [Cl:1][C:2]1[CH:3]=[C:4]([CH:20]=[CH:21][C:22]=1[Cl:23])[CH2:5][N:6]([O:18][CH3:19])[C:7](=[O:17])[CH:8]=[C:9]1[C:13](=[O:14])[O:12][C:11](C)(C)[O:10]1.C(=O)([O-])[O-].[K+].[K+]>CO.CCOC(C)=O>[CH3:11][O:12][C:13](=[O:14])[C:9]([OH:10])=[CH:8][C:7](=[O:17])[N:6]([CH2:5][C:4]1[CH:20]=[CH:21][C:22]([Cl:23])=[C:2]([Cl:1])[CH:3]=1)[O:18][CH3:19] |f:1.2.3|. Yields the product COC(C(=CC(N(OC)CC1=CC(=C(C=C1)Cl)Cl)=O)O)=O (3-[(3,4-Dichloro-benzyl)-methoxy-carbamoyl]-2-hydroxy-acrylic acid methyl ester). Solvent: CO (MeOH), CCOC(=O)C (EtOAc). The yield is 33.2%. Procedure: A mixture of N-(3,4-dichloro-benzyl)-2-(2,2-dimethyl-5-oxo-[1,3]dioxolane-4-ylidene)-N-methoxy-acetamide (1.0 g, 2.8 mmol) and potassium carbonate (0.39 g, 2.8 mmol) in MeOH (20 mL) was stirred at room temp for 1 h. The suspension was diluted with EtOAc and washed with 1N HCl followed by brine. The organic phase was dried (sodium sulfate) and concentrated. The title compound was purified by flash chromatography eluting with 100% hexane followed by 25% EtOAc/hexane to give a white solid (0.3107 g... The reactants are ClC=1C=C(CN(C(C=C2OC(OC2=O)(C)C)=O)OC)C=CC1Cl (N-(3,4-dichloro-benzyl)-2-(2,2-dimethyl-5-oxo-[1,3]dioxolane-4-ylidene)-N-methoxy-acetamide), C([O-])([O-])=O.[K+].[K+] (potassium carbonate). The reactants are O.O=C1C(C(CCC1)=O)CC(=O)OCC (ethyl α-(2,6-dioxocyclohexyl)acetate hydrate), S(=O)(Cl)Cl (thionyl chloride). Run in C(Cl)Cl (methylene chloride). The product is ClC1=C(C(CCC1)=O)CC(=O)OCC (ethyl α-(2-chloro-6-oxo-cyclohex-1-enyl)acetate). As a reaction SMILES: O.[O:2]=[C:3]1[CH2:8][CH2:7][CH2:6][C:5](=O)[CH:4]1[CH2:10][C:11]([O:13][CH2:14][CH3:15])=[O:12].S(Cl)([Cl:18])=O>C(Cl)Cl>[Cl:18][C:5]1[CH2:6][CH2:7][CH2:8][C:3](=[O:2])[C:4]=1[CH2:10][C:11]([O:13][CH2:14][CH3:15])=[O:12] |f:0.1|. Procedure: A slurry of ethyl α-(2,6-dioxocyclohexyl)acetate hydrate (1.53 kg) in methylene chloride (7.7 L) is brought to reflux and then thionyl chloride (1.80 kg) is added dropwise over a period of 1.75 hours. The solution is refluxed for 3 hours and then evaporated in vacuo to yield an oil which is distilled to give ethyl α-(2-chloro-6-oxo-cyclohex-1-enyl)acetate as a yellow oil, bp 115°-125°/0.2 mm. Reactants: CCC(=O)c1cccc(CBr)c1, O=C([O-])O, CNCC=CC#CC(C)(C)C, CN(C)C=O, [Na+], [Na+], [Na+], O=C([O-])[O-]. Yields the product CCC(=O)c1cccc(CN(C)CC=CC#CC(C)(C)C)c1. Reaction SMILES: [Br:18][CH2:19][c:20]1[cH:21][c:22]([C:26]([CH2:27][CH3:28])=[O:29])[cH:23][cH:24][cH:25]1.[C:30](=[O:31])([OH:32])[O-:33].[CH3:1][C:2]([C:3]#[C:4][CH:5]=[CH:6][CH2:7][NH:8][CH3:9])([CH3:10])[CH3:11].[CH3:35][N:36]([CH3:37])[CH:38]=[O:39].[Na+:12].[Na+:13].[Na+:34].[O-:14][C:15](=[O:16])[O-:17]>>[CH3:1][C:2]([C:3]#[C:4][CH:5]=[CH:6][CH2:7][N:8]([CH3:9])[CH2:19][c:20]1[cH:21][c:22]([C:26]([CH2:27][CH3:28])=[O:29])[cH:23][cH:24][cH:25]1)([CH3:10])[CH3:11]. Reported procedure: (1S)-1-(Hydroxymethyl)-3-methylbutylamine was made from (L)-leucine methyl ester as described in Method B1b. The 2-hydroxyethylamine was converted to (1S)-1-(chloromethyl)-3-methylbutanammonium chloride as described in Method B7a. 2-Methyl-4-nitrophenyl isothiocyanate was reacted with (1S)-1-(chloromethyl)-3-methylbutanammonium chloride according to Method C1a to give (4S)-2-(2-methyl-4-nitrophenylimino)-4-isobutyl-1,3-thiazolidine. The thiazolidine was reacted with 1-chloro-3,3-dimethyl-2-butan... Reaction SMILES: [CH3:1][C:2]1[CH:7]=[C:6]([N+:8]([O-:10])=[O:9])[CH:5]=[CH:4][C:3]=1[N:11]=[C:12]1[NH:16][C@@H:15]([CH2:17][CH:18]([CH3:20])[CH3:19])[CH2:14][S:13]1.Cl[CH2:22][C:23](=[O:28])[C:24]([CH3:27])([CH3:26])[CH3:25]>>[CH3:1][C:2]1[CH:7]=[C:6]([N+:8]([O-:10])=[O:9])[CH:5]=[CH:4][C:3]=1[N:11]=[C:12]1[N:16]([CH2:22][C:23](=[O:28])[C:24]([CH3:27])([CH3:26])[CH3:25])[C@@H:15]([CH2:17][CH:18]([CH3:20])[CH3:19])[CH2:14][S:13]1. The product is CC1=C(C=CC(=C1)[N+](=O)[O-])N=C1SC[C@@H](N1CC(C(C)(C)C)=O)CC(C)C ((4S)-2-(2-methyl-4-nitrophenylimino)4-isobutyl-3-(2-oxo-3,3-dimethyl-1-butyl)-1,3-thiazolidine). The reactants are CC1=C(C=CC(=C1)[N+](=O)[O-])N=C1SC[C@@H](N1)CC(C)C ((4S)-2-(2-methyl-4-nitrophenylimino)-4-isobutyl-1,3-thiazolidine), ClCC(C(C)(C)C)=O (1-chloro-3,3-dimethyl-2-butanone). RXN SMILES: [CH2:1]([CH3:2])[c:3]1[c:4](-[c:9]2[n:10][c:11](-[c:14]3[cH:15][c:16]([O:20][CH3:21])[cH:17][cH:18][cH:19]3)[n:12][nH:13]2)[cH:5][cH:6][cH:7][cH:8]1.[CH2:26]([CH3:27])[O:28][C:29](=[O:30])[Cl:31].[CH3:37][CH2:38][O:39][CH2:40][CH3:41].[H-:22].[H:24][H:25].[Na+:23].[O:32]1[CH2:33][CH2:34][CH2:35][CH2:36]1>>[CH2:1]([CH3:2])[c:3]1[c:4](-[c:9]2[n:10][c:11](-[c:14]3[cH:15][c:16]([O:20][CH3:21])[cH:17][cH:18][cH:19]3)[n:12][n:13]2[C:29]([O:28][CH2:26][CH3:27])=[O:30])[cH:5][cH:6][cH:7][cH:8]1. Product: CCOC(=O)n1nc(-c2cccc(OC)c2)nc1-c1ccccc1CC. Starting materials: CCc1ccccc1-c1nc(-c2cccc(OC)c2)n[nH]1, CCOC(=O)Cl, CCOCC, [H-], [H][H], [Na+], C1CCOC1.